From a dataset of the Open Reaction Database (ORD), a public repository of structured organic reaction records. describe an organic reaction: reactants, conditions, products, and yield Reactants: [H][H] (hydrogen), CC(CN=[N+]=[N-])(CC1=CC=CC=C1)C (2,2-dimethyl-3-phenyl-1-azidopropane), CO (methanol). The reagents and catalysts are [Pd] (Pd-C). Solvent: O1CCCC1 (tetrahydrofuran). The product is C1(=CC=CC=C1)CC(CN)(C)C (3-phenyl-2,2-dimethyl-1-aminopropane). Reaction SMILES: [CH3:1][C:2]([CH3:14])([CH2:7][C:8]1[CH:13]=[CH:12][CH:11]=[CH:10][CH:9]=1)[CH2:3][N:4]=[N+]=[N-].CO.[H][H]>[Pd].O1CCCC1>[C:8]1([CH2:7][C:2]([CH3:14])([CH3:1])[CH2:3][NH2:4])[CH:13]=[CH:12][CH:11]=[CH:10][CH:9]=1. Procedure details: A mixture of 2,2-dimethyl-3-phenyl-1-azidopropane (3 gm), 10% Pd-C, methanol (60 mL) and tetrahydrofuran (15 mL) was stirred under 1 atmosphere of hydrogen at rt for 18 h. The mixture was filtered and concentrated to give the title compound as an oil, MS (m/z): 164.1 (M+H)+; C11H17N requir. 163.1. The reactants are hydrochloride salt, Cl (HCl), C(C)(C)(C)OC(N(C)CCNC1CCCC2=CC(=CC=C12)S(=O)(=O)C1=CC=CC=C1)=O ([2-(6-Benzenesulfonyl-1,2,3,4-tetrahydro-naphthalen-1-ylamino)-ethyl]-methyl-carbamic acid tert-butyl ester). Solvent: CCOCC (Et2O), O1CCCC1 (tetrahydrofuran). Product: C1(=CC=CC=C1)S(=O)(=O)C=1C=C2CCCC(C2=CC1)NCCNC (N-(6-benzenesulfonyl-1,2,3,4-tetrahydro-naphthalen-1-yl)-N′-methyl-ethane-1,2-diamine). Isolated yield 96.7%. As a reaction SMILES: C(O[C:6](=O)[N:7]([CH2:9][CH2:10][NH:11][CH:12]1[C:21]2[C:16](=[CH:17][C:18]([S:22]([C:25]3[CH:30]=[CH:29][CH:28]=[CH:27][CH:26]=3)(=[O:24])=[O:23])=[CH:19][CH:20]=2)[CH2:15][CH2:14][CH2:13]1)C)(C)(C)C.Cl>O1CCCC1.CCOCC>[C:25]1([S:22]([C:18]2[CH:17]=[C:16]3[C:21](=[CH:20][CH:19]=2)[CH:12]([NH:11][CH2:10][CH2:9][NH:7][CH3:6])[CH2:13][CH2:14][CH2:15]3)(=[O:23])=[O:24])[CH:26]=[CH:27][CH:28]=[CH:29][CH:30]=1. Reported procedure: [2-(6-Benzenesulfonyl-1,2,3,4-tetrahydro-naphthalen-1-ylamino)-ethyl]-methyl-carbamic acid tert-butyl ester (0.4 g, 0.9 mmol) was dissolved in 20 mL of tetrahydrofuran, and 20 mL of 10% HCl in Et2O was added. The reaction mixture was refluxed for one hour and then cooled. The solvent was evaporated under reduced pressure, and the resulting solid was recrystallized from EtOH-Et2O to yield 0.3 g (0.87 mmol, 97%) of N-(6-benzenesulfonyl-1,2,3,4-tetrahydro-naphthalen-1-yl)-N′-methyl-ethane-1,2-diami... The reactants are CN1CCN(S(=O)(=O)c2ccc(Br)cc2)CC1, COc1ccc(CN(Cc2ccc(OC)cc2)c2ncc(-c3nc(N4CCOCC4)nc4c3CCN4)cn2)cc1, COc1ccc(CN(Cc2ccc(OC)cc2)c2ncc(-c3nc(N4CCOCC4)nc4c3CCN4c3ccc(S(=O)(=O)N4CCN(C)CC4)cc3)cn2)cc1. The product is CN1CCN(S(=O)(=O)c2ccc(N3CCc4c(-c5cnc(N)nc5)nc(N5CCOCC5)nc43)cc2)CC1. RXN SMILES: [Br:41][c:42]1[cH:43][cH:44][c:45]([S:46]([N:47]2[CH2:48][CH2:49][N:50]([CH3:51])[CH2:52][CH2:53]2)(=[O:54])=[O:55])[cH:56][cH:57]1.[CH3:1][O:2][c:3]1[cH:4][cH:5][c:6]([CH2:7][N:8]([CH2:9][c:10]2[cH:11][cH:12][c:13]([O:14][CH3:15])[cH:16][cH:17]2)[c:18]2[n:19][cH:20][c:21](-[c:22]3[c:23]4[c:27]([n:28][c:29]([N:30]5[CH2:31][CH2:32][O:33][CH2:34][CH2:35]5)[n:36]3)[NH:26][CH2:25][CH2:24]4)[cH:37][n:38]2)[cH:39][cH:40]1.[CH3:58][O:59][c:60]1[cH:61][cH:62][c:63]([CH2:64][N:65]([c:66]2[n:67][cH:68][c:69](-[c:72]3[c:73]4[c:74]([n:75][c:76]([N:78]5[CH2:79][CH2:80][O:81][CH2:82][CH2:83]5)[n:77]3)[N:84]([c:87]3[cH:88][cH:89][c:90]([S:93](=[O:94])(=[O:95])[N:96]5[CH2:97][CH2:98][N:99]([CH3:102])[CH2:100][CH2:101]5)[cH:91][cH:92]3)[CH2:85][CH2:86]4)[cH:70][n:71]2)[CH2:103][c:104]2[cH:105][cH:106][c:107]([O:108][CH3:109])[cH:110][cH:111]2)[cH:112][cH:113]1>>[NH2:65][c:66]1[n:67][cH:68][c:69](-[c:72]2[c:73]3[c:74]([n:75][c:76]([N:78]4[CH2:79][CH2:80][O:81][CH2:82][CH2:83]4)[n:77]2)[N:84]([c:87]2[cH:88][cH:89][c:90]([S:93](=[O:94])(=[O:95])[N:96]4[CH2:97][CH2:98][N:99]([CH3:102])[CH2:100][CH2:101]4)[cH:91][cH:92]2)[CH2:85][CH2:86]3)[cH:70][n:71]1. Starting materials: C1CCOC1, CO, CCOC(=O)Cc1ccc(OC)cc1, Cl, [Li+], [OH-], O, O. Product: COc1ccc(CC(=O)O)cc1. RXN SMILES: [CH2:22]1[O:23][CH2:24][CH2:25][CH2:26]1.[CH3:15][OH:16].[CH3:1][O:2][c:3]1[cH:4][cH:5][c:6]([CH2:9][C:10](=[O:11])[O:12][CH2:13][CH3:14])[cH:7][cH:8]1.[ClH:20].[Li+:18].[OH-:17].[OH2:19].[OH2:21]>>[CH3:1][O:2][c:3]1[cH:4][cH:5][c:6]([CH2:9][C:10](=[O:11])[OH:12])[cH:7][cH:8]1. Reactants: [Li+].[BH4-] (LiBH4), COC(C(C(=O)OC)(CC1C(CC2=CC(=CC=C12)CCCCCCCC)=O)NC(C)=O)=O (2-Acetylamino-2-(5-octyl-2-oxo-indan-1-ylmethyl)-malonic acid dimethyl ester). Solvent: C1CCOC1 (THF). Conditions: time 2 day. Yields the product OCC(CC1C(CC2=CC(=CC=C12)CCCCCCCC)O)(CO)NC(C)=O (N-[1,1-Bis-hydroxymethyl-2-(2-hydroxy-5-octyl-indan-1-yl)-ethyl]-acetamide). RXN SMILES: [Li+].[BH4-].C[O:4][C:5](=O)[C:6]([NH:30][C:31](=[O:33])[CH3:32])([CH2:11][CH:12]1[C:20]2[C:15](=[CH:16][C:17]([CH2:21][CH2:22][CH2:23][CH2:24][CH2:25][CH2:26][CH2:27][CH3:28])=[CH:18][CH:19]=2)[CH2:14][C:13]1=[O:29])[C:7](OC)=[O:8]>C1COCC1>[OH:4][CH2:5][C:6]([NH:30][C:31](=[O:33])[CH3:32])([CH2:7][OH:8])[CH2:11][CH:12]1[C:20]2[C:15](=[CH:16][C:17]([CH2:21][CH2:22][CH2:23][CH2:24][CH2:25][CH2:26][CH2:27][CH3:28])=[CH:18][CH:19]=2)[CH2:14][CH:13]1[OH:29] |f:0.1|. Procedure details: To a solution of LiBH4 (450 mg, 20.4 mmol) in THF (20 mL) at 0° C. is added 17 (1.35 g, ˜3.1 mol). The reaction mixture is warmed to room temperature and stirred under inert atmosphere for 2 days. The reaction is quenched with water and extracted with EtOAc. The product is then purified over silica gel eluting with 8% methanol/92% methylene chloride to yield 18 (FIG. 7). Conditions: temperature 95 celsius. As a reaction SMILES: [Ni:1].[CH2:2]([CH:4]([CH2:8][CH2:9][CH2:10][CH3:11])[C:5]([OH:7])=[O:6])[CH3:3].[N+]([O-])([O-])=O.[Na+]>O>[CH2:2]([CH:4]([CH2:8][CH2:9][CH2:10][CH3:11])[C:5]([O-:7])=[O:6])[CH3:3].[Ni+2:1].[CH2:2]([CH:4]([CH2:8][CH2:9][CH2:10][CH3:11])[C:5]([O-:7])=[O:6])[CH3:3] |f:2.3,5.6.7|. Starting materials: [N+](=O)([O-])[O-].[Na+] (sodium nitrate), mineral spirits, [Ni] (nickel), C(C)C(C(=O)O)CCCC (2-ethylhexanoic acid). Yields the product C(C)C(C(=O)[O-])CCCC.[Ni+2].C(C)C(C(=O)[O-])CCCC (nickel 2-ethylhexanoate). Procedure: A mixture of 50 grams (0.852 mole) of powdered nickel (particle size 3 to 7 microns), 250 grams (1.724 moles) of 2-ethylhexanoic acid (acid number, 387), a catalyst solution prepared by dissolving 10 grams of sodium nitrate in 25 grams of water, and 170 grams of mineral spirits was agitated and heated to 95° C. The reaction mixture was maintained at 90°-95° C. for 16 hours while it was sparged with air at the rate of 30 liters per hour. It was then heated to 135° C. under vacuum to remove water ... The solvent is O (water). Reactants: CC(C)(C)O[Al](OC(C)(C)C)OC(C)(C)C, C1CCOC1, COC1CCC2C3CCC4CC(=O)CCC4(C)C3CCC12C, ClCCl, [H-], [Li+]. Product: COC1CCC2C3CCC4CC(O)CCC4(C)C3CCC12C. RXN SMILES: [C:24]([O:25][Al:26]([O:27][C:28]([CH3:29])([CH3:30])[CH3:31])[O:32][C:33]([CH3:34])([CH3:35])[CH3:36])([CH3:37])([CH3:38])[CH3:39].[CH2:41]1[O:42][CH2:43][CH2:44][CH2:45]1.[CH3:1][O:2][CH:3]1[C:4]2([CH3:5])[CH:6]([CH2:7][CH2:8]1)[CH:9]1[CH2:10][CH2:11][CH:12]3[CH2:13][C:14](=[O:22])[CH2:15][CH2:16][C:17]3([CH3:18])[CH:19]1[CH2:20][CH2:21]2.[Cl:46][CH2:47][Cl:48].[H-:23].[Li+:40]>>[CH3:1][O:2][CH:3]1[C:4]2([CH3:5])[CH:6]([CH2:7][CH2:8]1)[CH:9]1[CH2:10][CH2:11][CH:12]3[CH2:13][CH:14]([OH:22])[CH2:15][CH2:16][C:17]3([CH3:18])[CH:19]1[CH2:20][CH2:21]2. The yield is 80.0%. Starting materials: COCCC#N (3-methoxypropionitrile), CO (methanol), Cl (Hydrochloric acid). Run in C1(=CC=CC=C1)C (toluene). Product: Cl.COC(CCOC)=N (methyl-3-methoxypropionimidate hydrochloride). Run at temperature 3 celsius, time 2.25 hour. Reported procedure: To a three-necked reaction vessel equipped with stirrer, gas delivery tube, thermometer and reflux condenser is charged 85.1 parts of 3-methoxypropionitrile, 32.0 parts of reagent grade methanol and 300 parts of toluene. The exit from the reflux condenser is connected to a drying tower filled with a commercially available drying agent and a bath is provided for cooling the vessel below 0° C. Hydrochloric acid gas flow is controlled by means of a rotameter and is passed through a calcium chloride... RXN SMILES: [CH3:1][O:2][CH2:3][CH2:4][C:5]#[N:6].[CH3:7][OH:8].[ClH:9]>C1(C)C=CC=CC=1>[ClH:9].[CH3:7][O:8][C:5](=[NH:6])[CH2:4][CH2:3][O:2][CH3:1] |f:4.5|. Starting materials: Br (Hydrobromic acid), C(C)(C)(C)OC(N[C@@H]1CC[C@H](CC1)C1COC=2C=NC3=CC=C(C=C3C2C1)OC)=O ([trans-4-(6-methoxy-3,4-dihydro-2H-1-oxa-9-aza-phenanthren-3-yl)-cyclohexyl]-carbamic acid tert-butyl ester). Run in C(C)(=O)O (acetic acid). Run at temperature 130 celsius, time 18 hour. The product is N[C@@H]1CC[C@H](CC1)C1COC=2C=NC3=CC=C(C=C3C2C1)O (3-(trans-4-amino-cyclohexyl)-3,4-dihydro-2H-1-oxa-9-aza-phenanthren-6-ol). Yield: 86.9%. As a reaction SMILES: Br.C(OC(=O)[NH:8][C@H:9]1[CH2:14][CH2:13][C@H:12]([CH:15]2[CH2:28][C:27]3[C:26]4[C:21](=[CH:22][CH:23]=[C:24]([O:29]C)[CH:25]=4)[N:20]=[CH:19][C:18]=3[O:17][CH2:16]2)[CH2:11][CH2:10]1)(C)(C)C>C(O)(=O)C>[NH2:8][C@H:9]1[CH2:10][CH2:11][C@H:12]([CH:15]2[CH2:28][C:27]3[C:26]4[C:21](=[CH:22][CH:23]=[C:24]([OH:29])[CH:25]=4)[N:20]=[CH:19][C:18]=3[O:17][CH2:16]2)[CH2:13][CH2:14]1. Reported procedure: 47% Hydrobromic acid (36 mL, 0.33 mol, 75.0 eq) is added at room temperature to a stirred solution of [trans-4-(6-methoxy-3,4-dihydro-2H-1-oxa-9-aza-phenanthren-3-yl)-cyclohexyl]-carbamic acid tert-butyl ester (1.8 g, 4.36 mmol, 1.0 eq) in acetic acid (25 mL). After 18 hours stirring at 130° C., the reaction mixture is cooled down to 0° C. and the resulting precipitate is collected by filtration, washed with acetonitrile and dried under high vacuum to afford 3-(trans-4-amino-cyclohexyl)-3,4-dihy...